describe an organic reaction: reactants, conditions, products, and yield From a dataset of the Open Reaction Database (ORD), a public repository of structured organic reaction records. Starting materials: Br, C=CC(=O)OCC, CC(C)=O, O=N[O-], CC(=O)c1cccc(N)c1, [Na+], O. Yields the product CCOC(=O)C(Br)Cc1cccc(C(C)=O)c1. As a reaction SMILES: [BrH:11].[C:16]([CH:17]=[CH2:18])(=[O:19])[O:20][CH2:21][CH3:22].[CH3:23][C:24](=[O:25])[CH3:26].[N:12]([O-:13])=[O:14].[NH2:1][c:2]1[cH:3][c:4]([C:8]([CH3:9])=[O:10])[cH:5][cH:6][cH:7]1.[Na+:15].[OH2:27]>>[c:2]1([CH2:18][CH:17]([Br:11])[C:16](=[O:19])[O:20][CH2:21][CH3:22])[cH:3][c:4]([C:8]([CH3:9])=[O:10])[cH:5][cH:6][cH:7]1. Starting materials: C(C1=CC=CC=C1)C=1C=NC2=C(C=CC=C2C1C=1C=C(C=CC1)N)C(F)(F)F ({3-[3-benzyl-8-(trifluoromethyl)quinolin-4-yl]phenyl}amine), COC1=C(C=O)C=CC(=C1OC)OC (2,3,4-trimethoxybenzaldehyde). Yields the product C(C1=CC=CC=C1)C=1C=NC2=C(C=CC=C2C1C=1C=C(C=CC1)NCC1=C(C(=C(C=C1)OC)OC)OC)C(F)(F)F ({3-[3-BENZYL-8-(TRIFLUOROMETHYL)QUINOLIN-4-YL]PHENYL}(2,3,4-TRIMETHOXYBENZYL)AMINE). As a reaction SMILES: [CH2:1]([C:8]1[CH:9]=[N:10][C:11]2[C:16]([C:17]=1[C:18]1[CH:19]=[C:20]([NH2:24])[CH:21]=[CH:22][CH:23]=1)=[CH:15][CH:14]=[CH:13][C:12]=2[C:25]([F:28])([F:27])[F:26])[C:2]1[CH:7]=[CH:6][CH:5]=[CH:4][CH:3]=1.[CH3:29][O:30][C:31]1[C:38]([O:39][CH3:40])=[C:37]([O:41][CH3:42])[CH:36]=[CH:35][C:32]=1[CH:33]=O>>[CH2:1]([C:8]1[CH:9]=[N:10][C:11]2[C:16]([C:17]=1[C:18]1[CH:19]=[C:20]([NH:24][CH2:33][C:32]3[CH:35]=[CH:36][C:37]([O:41][CH3:42])=[C:38]([O:39][CH3:40])[C:31]=3[O:30][CH3:29])[CH:21]=[CH:22][CH:23]=1)=[CH:15][CH:14]=[CH:13][C:12]=2[C:25]([F:28])([F:26])[F:27])[C:2]1[CH:3]=[CH:4][CH:5]=[CH:6][CH:7]=1. Procedure: The title compound was prepared from {3-[3-benzyl-8-(trifluoromethyl)quinolin-4-yl]phenyl}amine and 2,3,4-trimethoxybenzaldehyde to the procedure of step 1, Example 66. MS (ESI) m/z 559. The yield is 96.7%. Reported procedure: at 20°-25° C., a solution of 125.8 g of ethyl 2-ethoxy-3-methylbenzoate is dripped into 24.3 g of lithiumaluminum hydride in 500 ml of absolute THF. The mixture is stirred for 15 hours at room temperature, ice water is dripped in, and the mixture is acidified with concentrated hydrochloric acid and extracted with ether. The combined organic phases are washed with water, dried and concentrated. There is obtained 97.1 g of 2-ethoxy-3-methylbenzyl alcohol. Reactants: C(C)OC1=C(C(=O)OCC)C=CC=C1C (ethyl 2-ethoxy-3-methylbenzoate), Cl (hydrochloric acid), [H-].[Al+3].[Li+].[H-].[H-].[H-] (lithiumaluminum hydride), ice water. The product is C(C)OC1=C(CO)C=CC=C1C (2-ethoxy-3-methylbenzyl alcohol). Reaction conditions: time 15 hour. RXN SMILES: [CH2:1]([O:3][C:4]1[C:14]([CH3:15])=[CH:13][CH:12]=[CH:11][C:5]=1[C:6](OCC)=[O:7])[CH3:2].[H-].[Al+3].[Li+].[H-].[H-].[H-].Cl>C1COCC1>[CH2:1]([O:3][C:4]1[C:14]([CH3:15])=[CH:13][CH:12]=[CH:11][C:5]=1[CH2:6][OH:7])[CH3:2] |f:1.2.3.4.5.6|. Run in C1CCOC1 (THF). Reactants: CC1C=CC2=CC(C(C)(C)C)CC(O)C2C1(CCC1CC(C(C)(C)C)C(O[SiH](C)C)C(=O)O1)O[SiH](C)C, CCC(Oc1ccc(F)cc1)C(=O)O. Yields the product CCC(Oc1ccc(F)cc1)C(=O)OC1CC(C(C)(C)C)C=C2C=CC(C)C(CCC3CC(C(C)(C)C)C(O[SiH](C)C)C(=O)O3)(O[SiH](C)C)C21. Reaction SMILES: [C:15]([CH3:16])([CH3:17])([CH3:18])[CH:19]1[CH:20]=[C:21]2[CH:22]=[CH:23][CH:24]([CH3:51])[C:25]([CH2:30][CH2:31][CH:32]3[CH2:33][CH:34]([C:43]([CH3:44])([CH3:45])[CH3:46])[CH:35]([O:39][SiH:40]([CH3:41])[CH3:42])[C:36](=[O:38])[O:37]3)([O:47][SiH:48]([CH3:49])[CH3:50])[CH:26]2[CH:27]([OH:29])[CH2:28]1.[F:1][c:2]1[cH:3][cH:4][c:5]([O:6][CH:7]([C:8](=[O:9])[OH:10])[CH2:11][CH3:12])[cH:13][cH:14]1>>[F:1][c:2]1[cH:3][cH:4][c:5]([O:6][CH:7]([C:8]([O:9][CH:27]2[CH:26]3[C:21](=[CH:20][CH:19]([C:15]([CH3:16])([CH3:17])[CH3:18])[CH2:28]2)[CH:22]=[CH:23][CH:24]([CH3:51])[C:25]3([CH2:30][CH2:31][CH:32]2[CH2:33][CH:34]([C:43]([CH3:44])([CH3:45])[CH3:46])[CH:35]([O:39][SiH:40]([CH3:41])[CH3:42])[C:36](=[O:38])[O:37]2)[O:47][SiH:48]([CH3:49])[CH3:50])=[O:10])[CH2:11][CH3:12])[cH:13][cH:14]1. The reactants are C1C(CC2=CC=CC=C12)CC(=O)C1[C@H](NCS1)C(=O)O (3-(Indan-2-ylacetyl)-L-thioproline), N1[C@H](CO)CCC1 (L-prolinol), CCN=C=NCCCN(C)C.Cl (WSC HCl). The solvent is C(Cl)Cl (methylene chloride). Reaction conditions: time 30 minute. The product is C1C(CC2=CC=CC=C12)CC(=O)C1[C@H](NCS1)C(=O)N1[C@H](CO)CCC1 (1-[3-(indan-2-yl-acetyl)-L-thioprolyl]-L-prolinol). Isolated yield 42.4%. Reaction SMILES: [CH2:1]1[C:9]2[C:4](=[CH:5][CH:6]=[CH:7][CH:8]=2)[CH2:3][CH:2]1[CH2:10][C:11]([CH:13]1[S:17][CH2:16][NH:15][C@@H:14]1[C:18]([OH:20])=O)=[O:12].[NH:21]1[CH2:27][CH2:26][CH2:25][C@H:22]1[CH2:23][OH:24].CCN=C=NCCCN(C)C.Cl>C(Cl)Cl>[CH2:3]1[C:4]2[C:9](=[CH:8][CH:7]=[CH:6][CH:5]=2)[CH2:1][CH:2]1[CH2:10][C:11]([CH:13]1[S:17][CH2:16][NH:15][C@@H:14]1[C:18]([N:21]1[CH2:27][CH2:26][CH2:25][C@H:22]1[CH2:23][OH:24])=[O:20])=[O:12] |f:2.3|. Procedure: 3-(Indan-2-ylacetyl)-L-thioproline (4.40 g) and L-prolinol (1.53 g) were dissolved in 150 ml of methylene chloride, followed by addition of 2.90 g of WSC-HCl under agitation while cooling in ice and subsequent agitation for-another 30 minutes at room temperature. The reaction solution was washed sequentially in 5 HCl, saturated aqueous solution of sodium bicarbonate, saturated aqueous sodium chloride solution, followed by drying over anhydrous magnesium sulfate. After distilling off the solvent ... Starting materials: CC(C)(C)OC(=O)N1CCC(O)C1, CCOC(=O)N=NC(=O)OCC, C1CCOC1, O=Cc1ccc(O)cc1, c1ccc(P(c2ccccc2)c2ccccc2)cc1. Yields the product CC(C)(C)OC(=O)N1CCC(Oc2ccc(C=O)cc2)C1. RXN SMILES: [C:10]([CH3:11])([CH3:12])([CH3:13])[O:14][C:15](=[O:16])[N:17]1[CH2:18][CH:19]([OH:22])[CH2:20][CH2:21]1.[O:42]=[C:43]([O:44][CH2:45][CH3:46])[N:47]=[N:48][C:49]([O:50][CH2:51][CH3:52])=[O:53].[O:54]1[CH2:55][CH2:56][CH2:57][CH2:58]1.[OH:1][c:2]1[cH:3][cH:4][c:5]([CH:6]=[O:7])[cH:8][cH:9]1.[c:23]1([P:24]([c:25]2[cH:26][cH:27][cH:28][cH:29][cH:30]2)[c:31]2[cH:32][cH:33][cH:34][cH:35][cH:36]2)[cH:37][cH:38][cH:39][cH:40][cH:41]1>>[O:1]([c:2]1[cH:3][cH:4][c:5]([CH:6]=[O:7])[cH:8][cH:9]1)[CH:19]1[CH2:18][N:17]([C:15]([O:14][C:10]([CH3:11])([CH3:12])[CH3:13])=[O:16])[CH2:21][CH2:20]1. Reported procedure: Example 18 was prepared in accordance to a procedure described in Collins, et. al., Tetrahedron, 48, No. 37, pp 7887-7898, 1992. To a solution of 1-Fluoro-2-nitro-4-trifluoromethyl-benzene (1.0 g, 4.78 mmol) in dry THF (24 mL) was added 1-Methyl-piperazine (0.64 mL, 5.74 mmol). The solution turned bright yellow. NaHCO3 (1.1 g, 13 mmol) was added and the reaction was stirred at room temperature and monitored by LCMS. The reaction was filtered and concentrated before being taken up in CH2Cl2 and H... Run in C1CCOC1 (THF). Product: CN1CCN(CC1)C1=C(C=C(C=C1)C(F)(F)F)N (2-(4-Methyl-piperazin-1-yl)-5-trifluoromethyl-phenylamine). RXN SMILES: F[C:2]1[CH:7]=[CH:6][C:5]([C:8]([F:11])([F:10])[F:9])=[CH:4][C:3]=1[N+:12]([O-])=O.[CH3:15][N:16]1[CH2:21][CH2:20][NH:19][CH2:18][CH2:17]1.C([O-])(O)=O.[Na+]>C1COCC1>[CH3:15][N:16]1[CH2:21][CH2:20][N:19]([C:2]2[CH:7]=[CH:6][C:5]([C:8]([F:11])([F:10])[F:9])=[CH:4][C:3]=2[NH2:12])[CH2:18][CH2:17]1 |f:2.3|. The reactants are FC1=C(C=C(C=C1)C(F)(F)F)[N+](=O)[O-] (1-Fluoro-2-nitro-4-trifluoromethyl-benzene), CN1CCNCC1 (1-Methyl-piperazine), C(=O)(O)[O-].[Na+] (NaHCO3).